From a dataset of the Open Reaction Database (ORD), a public repository of structured organic reaction records. describe an organic reaction: reactants, conditions, products, and yield Reactants: C([O-])(O)=O.[Na+] (sodium bicarbonate), FC(S(=O)(=O)OS(=O)(=O)C(F)(F)F)(F)F (trifluoromethanesulfonic anhydride), C(C1=CC=CC=C1)SC(CNC(=O)C=1NC2=C(C=C(C=C2C1)OCCOC)N(S(=O)(=O)C1=NC=CC=C1)CC1CC1)CN1CCSCC1 (N-[2-(benzylthio)-3-thiomorpholinopropyl]-7-[(cyclopropylmethyl)(pyridin-2-ylsulfonyl)amino]-5-(2-methoxyethoxy)-1H-indole-2-carboxamide), C1(=CC=CC=C1)SC (thioanisole), C1(=CC=CC=C1)P(C1=CC=CC=C1)(C1=CC=CC=C1)=O (triphenylphosphine oxide). Solvent: ClCCl (dichloromethane), ClCCl (dichloromethane), ClCCl (dichloromethane). Isolated yield 47.3%. Conditions: temperature 0 celsius, time 15 minute. Yields the product C1(CC1)CN(S(=O)(=O)C1=NC=CC=C1)C=1C=C(C=C2C=C(NC12)C=1SC(CN1)CN1CCS(CC1)=O)OCCOC (N-(cyclopropylmethyl)-N-(5-(2-methoxyethoxy)-2-{5-[(1-oxidothiomorpholino)methyl]-4,5-dihydro-1,3-thiazol-2-yl}-1H-indol-7-yl)pyridine-2-sulfonamide). Procedure: To a mixture of triphenylphosphine oxide (557 mg) and dichloromethane (1 mL) was added trifluoromethanesulfonic anhydride (0.17 mL) at 0° C., and the mixture was stirred at 0° C. for 15 min, followed by an addition of dichloromethane (3 mL). A mixture of N-[2-(benzylthio)-3-thiomorpholinopropyl]-7-[(cyclopropylmethyl)(pyridin-2-ylsulfonyl)amino]-5-(2-methoxyethoxy)-1H-indole-2-carboxamide (355 mg), thioanisole (0.12 mL) and dichloromethane (3 mL) was added thereto at 0° C., and the mixture was s... RXN SMILES: C1(P(=[O:20])(C2C=CC=CC=2)C2C=CC=CC=2)C=CC=CC=1.FC(F)(F)S(OS(C(F)(F)F)(=O)=O)(=O)=O.C([S:43][CH:44]([CH2:77][N:78]1[CH2:83][CH2:82][S:81][CH2:80][CH2:79]1)[CH2:45][NH:46][C:47]([C:49]1[NH:50][C:51]2[C:56]([CH:57]=1)=[CH:55][C:54]([O:58][CH2:59][CH2:60][O:61][CH3:62])=[CH:53][C:52]=2[N:63]([CH2:73][CH:74]1[CH2:76][CH2:75]1)[S:64]([C:67]1[CH:72]=[CH:71][CH:70]=[CH:69][N:68]=1)(=[O:66])=[O:65])=O)C1C=CC=CC=1.C1(SC)C=CC=CC=1.C(=O)(O)[O-].[Na+]>ClCCl>[CH:74]1([CH2:73][N:63]([C:52]2[CH:53]=[C:54]([O:58][CH2:59][CH2:60][O:61][CH3:62])[CH:55]=[C:56]3[C:51]=2[NH:50][C:49]([C:47]2[S:43][CH:44]([CH2:77][N:78]4[CH2:83][CH2:82][S:81](=[O:20])[CH2:80][CH2:79]4)[CH2:45][N:46]=2)=[CH:57]3)[S:64]([C:67]2[CH:72]=[CH:71][CH:70]=[CH:69][N:68]=2)(=[O:65])=[O:66])[CH2:75][CH2:76]1 |f:4.5|. The reactants are ClC1=CC(=C(C=C1)O)C=1C=NN2C1N=CC=C2 (4-chloro-2-(pyrazolo[1,5-a]pyrimidin-3-yl)phenol), COC1=C(CN(S(=O)(=O)C2=C(C=C(C(=C2)F)F)F)C2=NC=NS2)C=CC(=C1)OC (N-(2,4-dimethoxybenzyl)-2,4,5-trifluoro-N-(1,2,4-thiadiazol-5-yl)benzenesulfonamide), C([O-])([O-])=O.[K+].[K+] (potassium carbonate). Run in ClCCl (dichloromethane), CS(=O)C (dimethylsulfoxide), FC(C(=O)O)(F)F (trifluoroacetic acid). Conditions: time 4 hour. Product: ClC1=CC(=C(OC2=CC(=C(C=C2F)S(=O)(=O)NC2=NC=NS2)F)C=C1)C=1C=NN2C1N=CC=C2 (4-(4-chloro-2-(pyrazolo[1,5-a]pyrimidin-3-yl)phenoxy)-2,5-difluoro-N-(1,2,4-thiadiazol-5-yl)benzenesulfonamide). Isolated yield 68.0%. As a reaction SMILES: [Cl:1][C:2]1[CH:7]=[CH:6][C:5]([OH:8])=[C:4]([C:9]2[CH:10]=[N:11][N:12]3[CH:17]=[CH:16][CH:15]=[N:14][C:13]=23)[CH:3]=1.COC1C=C(OC)C=CC=1C[N:23]([C:36]1[S:40][N:39]=[CH:38][N:37]=1)[S:24]([C:27]1[CH:32]=[C:31]([F:33])[C:30](F)=[CH:29][C:28]=1[F:35])(=[O:26])=[O:25].C(=O)([O-])[O-].[K+].[K+]>CS(C)=O.ClCCl.FC(F)(F)C(O)=O>[Cl:1][C:2]1[CH:7]=[CH:6][C:5]([O:8][C:30]2[C:31]([F:33])=[CH:32][C:27]([S:24]([NH:23][C:36]3[S:40][N:39]=[CH:38][N:37]=3)(=[O:25])=[O:26])=[C:28]([F:35])[CH:29]=2)=[C:4]([C:9]2[CH:10]=[N:11][N:12]3[CH:17]=[CH:16][CH:15]=[N:14][C:13]=23)[CH:3]=1 |f:2.3.4|. Procedure: To a solution of 4-chloro-2-(pyrazolo[1,5-a]pyrimidin-3-yl)phenol (0.150 g, 0.61 mmol) and N-(2,4-dimethoxybenzyl)-2,4,5-trifluoro-N-(1,2,4-thiadiazol-5-yl)benzenesulfonamide (0.285 g, 0.64 mmol) in dimethylsulfoxide (5 mL) was added potassium carbonate (0.127 g, 0.92 mmol) and the mixture was stirred at ambient temperature for 4 h. The mixture was partitioned between ethyl acetate (100 mL) and water (20 mL). The organic phase was washed with brine (2×10 mL), dried over anhydrous magnesium sulfa... Starting materials: ClCC(=O)NC1=NC=C(C=C1)F (2-Chloro-N-(5-fluoro-pyridin-2-yl)-acetamide), N12C[C@@H](C(CC1)CC2)OC(=O)C2(CCCCCC2)C2=CC=CC=C2 (1-phenyl-cycloheptanecarboxylic acid (R)-(1-aza-bicyclo[2.2.2]oct-3-yl)ester), C(C)OCC (Diethyl ether). The solvent is C(C)#N (acetonitrile). Reaction conditions: time 8 hour. Product: [Cl-].FC=1C=CC(=NC1)NC(=O)C[N+]12C[C@@H](C(CC1)CC2)OC(=O)C2(CCCCCC2)C2=CC=CC=C2 ((R)-1-[(5-Fluoro-pyridin-2-ylcarbamoyl)-methyl]-3-(1-phenyl-cycloheptanecarbonyloxy)-1-azonia-bicyclo[2.2.2]octane chloride). Isolated yield 63.5%. Reaction SMILES: [Cl:1][CH2:2][C:3]([NH:5][C:6]1[CH:11]=[CH:10][C:9]([F:12])=[CH:8][N:7]=1)=[O:4].[N:13]12[CH2:20][CH2:19][CH:16]([CH2:17][CH2:18]1)[C@@H:15]([O:21][C:22]([C:24]1([C:31]3[CH:36]=[CH:35][CH:34]=[CH:33][CH:32]=3)[CH2:30][CH2:29][CH2:28][CH2:27][CH2:26][CH2:25]1)=[O:23])[CH2:14]2.C(OCC)C>C(#N)C>[Cl-:1].[F:12][C:9]1[CH:10]=[CH:11][C:6]([NH:5][C:3]([CH2:2][N+:13]23[CH2:20][CH2:19][CH:16]([CH2:17][CH2:18]2)[C@@H:15]([O:21][C:22]([C:24]2([C:31]4[CH:32]=[CH:33][CH:34]=[CH:35][CH:36]=4)[CH2:30][CH2:29][CH2:28][CH2:27][CH2:26][CH2:25]2)=[O:23])[CH2:14]3)=[O:4])=[N:7][CH:8]=1 |f:4.5|. Procedure: 2-Chloro-N-(5-fluoro-pyridin-2-yl)-acetamide (Example 17a) (31 mg) was added to a solution of 1-phenyl-cycloheptanecarboxylic acid (R)-(1-aza-bicyclo[2.2.2]oct-3-yl)ester (Example 14e) (49 mg) in acetonitrile (1 mL). The reaction mixture was stirred at room temperature overnight. Diethyl ether (2 mL) was added to the reaction mixture and the white solid was filtered off, washed several times with diethyl ether and dried under vacuum at 40° C. to give the title compound (49 mg). Reactants: CCO, COC(=O)c1c(F)ccc([N+](=O)[O-])c1F, N#N. The product is COC(=O)c1c(F)ccc(N)c1F. As a reaction SMILES: [CH3:18][CH2:19][OH:20].[F:1][c:2]1[c:3]([C:4](=[O:5])[O:6][CH3:7])[c:8]([F:15])[cH:9][cH:10][c:11]1[N+:12]([O-:13])=[O:14].[N:16]#[N:17]>>[F:1][c:2]1[c:3]([C:4](=[O:5])[O:6][CH3:7])[c:8]([F:15])[cH:9][cH:10][c:11]1[NH2:12]. Reactants: NC=1C(=NC=CN1)C(=O)NC (3-amino-N-methyl-2-pyrazinecarboxamide), triethyl orthomethoxyacetate, C(C)(=O)OC(C)=O (acetic anhydride). Product: COCC1=NC2=NC=CN=C2C(N1C)=O (2-Methoxymethyl-3-methyl-4(3H)-pteridinone). Reaction SMILES: [NH2:1][C:2]1[C:3]([C:8]([NH:10][CH3:11])=[O:9])=[N:4][CH:5]=[CH:6][N:7]=1.[C:12]([O:15][C:16](=O)[CH3:17])(=O)C>>[CH3:12][O:15][CH2:16][C:17]1[N:10]([CH3:11])[C:8](=[O:9])[C:3]2[C:2](=[N:7][CH:6]=[CH:5][N:4]=2)[N:1]=1. Reported procedure: A mixture of 7.8 g (0.0513 mole) of 3-amino-N-methyl-2-pyrazinecarboxamide [prepared according to W. F. Keir et al., J. Chem. Soc., Perkin Trans 1, 1978, 1002], 39.4 g (0.205 mole) of triethyl orthomethoxyacetate and 45.3 ml of acetic anhydride is refluxed under a nitrogen atmosphere for 3 hours. The temperature of this reflux falls with the passage of time from 114° to 90° C. and then remains constant at the latter temperature. After cooling, the reaction mixture is concentrated to dryness unde... Starting materials: C1CCOC1, CCOC(=O)N=NC(=O)OCC, CC(C)(C)OC(=O)N1CCC(O)CC1, COC(=O)c1ccc(N(C)C)cc1O, c1ccc(P(c2ccccc2)c2ccccc2)cc1. Reaction SMILES: [CH2:60]1[O:61][CH2:62][CH2:63][CH2:64]1.[O:48]=[C:49]([O:50][CH2:51][CH3:52])[N:53]=[N:54][C:55]([O:56][CH2:57][CH3:58])=[O:59].[OH:15][CH:16]1[CH2:17][CH2:18][N:19]([C:22](=[O:23])[O:24][C:25]([CH3:26])([CH3:27])[CH3:28])[CH2:20][CH2:21]1.[OH:1][c:2]1[c:3]([C:4](=[O:5])[O:6][CH3:7])[cH:8][cH:9][c:10]([N:12]([CH3:13])[CH3:14])[cH:11]1.[c:29]1([P:30]([c:31]2[cH:32][cH:33][cH:34][cH:35][cH:36]2)[c:37]2[cH:38][cH:39][cH:40][cH:41][cH:42]2)[cH:43][cH:44][cH:45][cH:46][cH:47]1>>[O:1]([c:2]1[c:3]([C:4](=[O:5])[O:6][CH3:7])[cH:8][cH:9][c:10]([N:12]([CH3:13])[CH3:14])[cH:11]1)[CH:16]1[CH2:17][CH2:18][N:19]([C:22](=[O:23])[O:24][C:25]([CH3:26])([CH3:27])[CH3:28])[CH2:20][CH2:21]1. Product: COC(=O)c1ccc(N(C)C)cc1OC1CCN(C(=O)OC(C)(C)C)CC1.